describe an organic reaction: reactants, conditions, products, and yield From a dataset of the Open Reaction Database (ORD), a public repository of structured organic reaction records. The solvent is [OH-].[Na+] (sodium hydroxide). Reagents/catalysts: [Ni] (nickel). Starting materials: S1C(=CC=C1)CN1CCC(CC1)=O (N-(2-Thienylmethyl)-4-piperidone), NO (hydroxylamine), [Al] (aluminium). Reaction SMILES: [S:1]1[CH:5]=[CH:4][CH:3]=[C:2]1[CH2:6][N:7]1[CH2:12][CH2:11][C:10](=O)[CH2:9][CH2:8]1.[NH2:14]O.[Al]>[OH-].[Na+].[Ni]>[NH2:14][CH:10]1[CH2:11][CH2:12][N:7]([CH2:6][C:2]2[S:1][CH:5]=[CH:4][CH:3]=2)[CH2:8][CH2:9]1 |f:3.4|. Yields the product NC1CCN(CC1)CC=1SC=CC1 (4-amino-N-(2-thienylmethyl)piperidine). Procedure details: N-(2-Thienylmethyl)-4-piperidone is reacted with hydroxylamine, followed by nickel, aluminium alloy in 30% sodium hydroxide solution, in a similar manner to that described in Example 19 to give 4-amino-N-(2-thienylmethyl)piperidine. Starting materials: BrC1=CC=C(C=C1)C1=NN(C2=C1CC=1SC=CC21)COCC[Si](C)(C)C (6-(4-Bromo-phenyl)-4-(2-trimethylsilanyl-ethoxymethyl)-4,7-dihydro-1-thia-4,5-diaza-cyclopenta[a]pentalene), CN1CCNCC1 (1-Methyl-piperazine), C(=O)([O-])[O-].[Cs+].[Cs+] (Cs2CO3), CC1(C2=C(C(=CC=C2)P(C3=CC=CC=C3)C4=CC=CC=C4)OC5=C(C=CC=C51)P(C6=CC=CC=C6)C7=CC=CC=C7)C (Xantphos). Reagents/catalysts: CC(=O)[O-].CC(=O)[O-].[Pd+2] (Pd(OAc)2). The solvent is C1(=CC=CC=C1)C.C(C)O (toluene ethanol). Run at temperature 100 celsius. Yields the product N1(CCOCC1)C1=CC=C(C=C1)C1=NN(C2=C1CC=1SC=CC21)COCC[Si](C)(C)C (6-(4-Morpholin-4-yl-phenyl)-4-(2-trimethylsilanyl-ethoxymethyl)-4,7-dihydro-1-thia-4,5-diaza-cyclopenta[a]pentalen). The yield is 45.0%. Reaction SMILES: Br[C:2]1[CH:7]=[CH:6][C:5]([C:8]2[C:12]3[CH2:13][C:14]4[S:15][CH:16]=[CH:17][C:18]=4[C:11]=3[N:10]([CH2:19][O:20][CH2:21][CH2:22][Si:23]([CH3:26])([CH3:25])[CH3:24])[N:9]=2)=[CH:4][CH:3]=1.C[N:28]1[CH2:33][CH2:32]N[CH2:30][CH2:29]1.C([O-])([O-])=[O:35].[Cs+].[Cs+].CC1(C)C2C(=C(P(C3C=CC=CC=3)C3C=CC=CC=3)C=CC=2)OC2C(P(C3C=CC=CC=3)C3C=CC=CC=3)=CC=CC1=2>C1(C)C=CC=CC=1.C(O)C.CC([O-])=O.CC([O-])=O.[Pd+2]>[N:28]1([C:2]2[CH:7]=[CH:6][C:5]([C:8]3[C:12]4[CH2:13][C:14]5[S:15][CH:16]=[CH:17][C:18]=5[C:11]=4[N:10]([CH2:19][O:20][CH2:21][CH2:22][Si:23]([CH3:26])([CH3:25])[CH3:24])[N:9]=3)=[CH:4][CH:3]=2)[CH2:33][CH2:32][O:35][CH2:30][CH2:29]1 |f:2.3.4,6.7,8.9.10|. Reported procedure: A mixture of the corresponding 6-(4-Bromo-phenyl)-4-(2-trimethylsilanyl-ethoxymethyl)-4,7-dihydro-1-thia-4,5-diaza-cyclopenta[a]pentalene (0.7 g, 1.5 mmol), 1-Methyl-piperazine (0.2 g, 3 mmol), Cs2CO3 (2 M, 1.5 mL), Xantphos (180 mg, 0.06 mmol) and Pd(OAc)2 (70 mg, 0.06 mmol) in toluene/ethanol (1:1, 10 mL) was heated at 100° C. for 8 hr. The solution was cooled to room temperature and extracted with ethyl acetate. The target product was purified by gravity column chromatography (50% EtOAc in he... Reactants: P (phosphine), Hastelloy, C(Cl)Cl (methylene chloride), ClC(C(=O)OC)C(CC)=O (methyl 2-chloro-3-oxopentanoate), ClC(C(=O)OC)C(CC)=O (Methyl 2-Chloro-3-oxopentanoate). Reagents/catalysts: [Ru] (ruthenium). Solvent: CO (methanol). Product: ClC(C(=O)OC)[C@@H](CC)O (Methyl (3R)-2-Chloro-3-hydroxypentanoate). Isolated yield 95.0%. RXN SMILES: [Cl:1][CH:2]([C:7](=[O:10])[CH2:8][CH3:9])[C:3]([O:5][CH3:6])=[O:4].C(Cl)Cl.P>[Ru].CO>[Cl:1][CH:2]([C@H:7]([OH:10])[CH2:8][CH3:9])[C:3]([O:5][CH3:6])=[O:4]. Reported procedure: In a 100 ml Hastelloy-made autoclave having been purged with nitrogen were put 10 g (0.0607 mol) of the methyl 2-chloro-3-oxopentanoate prepared in (1) above, 0.2 ml of a methylene chloride solution of 26 mg (0.144 mmol) of a ruthenium-optically active phosphine complex Ru2Cl4 [(+)-Tol-BINAP]2NEt3, and 30 ml of methanol, and the mixture was allowed to react at 50° C. under a hydrogen pressure of 30 atm for 18 hours. Methanol was removed by evaporation to give 9.61 g (0.0577 mol; yield: 95.0%) of... Starting materials: ClC1=CC=C(C=2N3C(=NC21)N(CCC3)C=3C=CC(=NC3C)C#N)C(C(F)(F)F)OC(F)F (5-{9-chloro-6-[1-(difluoromethoxy)-2,2,2-trifluoroethyl]-3,4-dihydropyrimido[1,2-a]benzimidazol-1(2H)-yl}-6-methylpyridine-2-carbonitrile), C(C)(C)(C)O (tert-butyl alcohol). The solvent is O (water). Run at temperature 80 celsius, time 5 minute. Yields the product ClC1=CC=C(C=2N3C(=NC21)N(CCC3)C=3C=CC(=NC3C)C(=O)N)C(C(F)(F)F)OC(F)F (5-{9-Chloro-6-[1-(difluoromethoxy)-2,2,2-trifluoroethyl]-3,4-dihydropyrimido[1,2-a]benzimidazol-1(2H)-yl}-6-methylpyridine-2-carboxamide). Reaction SMILES: [Cl:1][C:2]1[C:10]2[N:9]=[C:8]3[N:11]([C:15]4[CH:16]=[CH:17][C:18]([C:22]#[N:23])=[N:19][C:20]=4[CH3:21])[CH2:12][CH2:13][CH2:14][N:7]3[C:6]=2[C:5]([CH:24]([O:29][CH:30]([F:32])[F:31])[C:25]([F:28])([F:27])[F:26])=[CH:4][CH:3]=1.C([OH:37])(C)(C)C>O>[Cl:1][C:2]1[C:10]2[N:9]=[C:8]3[N:11]([C:15]4[CH:16]=[CH:17][C:18]([C:22]([NH2:23])=[O:37])=[N:19][C:20]=4[CH3:21])[CH2:12][CH2:13][CH2:14][N:7]3[C:6]=2[C:5]([CH:24]([O:29][CH:30]([F:31])[F:32])[C:25]([F:28])([F:27])[F:26])=[CH:4][CH:3]=1. Procedure details: To a solution of 5-{9-chloro-6-[1-(difluoromethoxy)-2,2,2-trifluoroethyl]-3,4-dihydropyrimido[1,2-a]benzimidazol-1(2H)-yl}-6-methylpyridine-2-carbonitrile (47.2 mg, 0.100 mmol) in tert-butyl alcohol (2 mL) potassium hydroxide (22.4 mg, 0.400 mmol). The reaction mixture was stirred at 80° C. for 5 min. After cooling, the reaction mixture was diluted with water and extracted with ethyl acetate (×3). The combined organic layer was washed with brine (×1), dried over anhydrous magnesium sulfate, filt... The reactants are ( 1 ), CCN(C(C)C)C(C)C (DIEA), Cl.CN[C@H](C(=O)OC)CC=C ((S)-methyl 2-(methylamino)pent-4-enoate hydrochloride), FC(CCS(=O)(=O)Cl)(F)F (3,3,3-trifluoropropane-1-sulfonyl chloride), Cl (HCl). The solvent is C(Cl)Cl (DCM). Conditions: time 24 hour. The product is FC(CCS(=O)(=O)N(C)[C@H](C(=O)OC)CC=C)(F)F ((S)-methyl 2-(3,3,3-trifluoro-N-methylpropylsulfonamido)pent-4-enoate). Isolated yield 74.2%. Reaction SMILES: CCN(C(C)C)C(C)C.Cl.[CH3:11][NH:12][C@@H:13]([CH2:18][CH:19]=[CH2:20])[C:14]([O:16][CH3:17])=[O:15].[F:21][C:22]([F:30])([F:29])[CH2:23][CH2:24][S:25](Cl)(=[O:27])=[O:26].Cl>C(Cl)Cl>[F:21][C:22]([F:30])([F:29])[CH2:23][CH2:24][S:25]([N:12]([C@@H:13]([CH2:18][CH:19]=[CH2:20])[C:14]([O:16][CH3:17])=[O:15])[CH3:11])(=[O:27])=[O:26] |f:1.2|. Reported procedure: Step I (1): DIEA (436 μL, 3.2 mmol) was added to a solution of (S)-methyl 2-(methylamino)pent-4-enoate hydrochloride (229 mg, 1.28 mmol) and 3,3,3-trifluoropropane-1-sulfonyl chloride (250 mg, 1.28 mmol) in DCM. The reaction mixture was stirred for 24 h at rt. The resulting solution was poured into 1 N HCl and extracted with EtOAc. The combined organic layers were washed with brine, dried over magnesium sulfate, and concentrated in vacuo. The crude residue was purified by silica gel column chrom... The solvent is CN(C=O)C (N,N-dimethylformamide). Conditions: time 30 minute. Reaction SMILES: [NH:1]1[C:9]2[CH:8]=[CH:7][CH:6]=[C:5]3[CH2:10][CH2:11][CH2:12][C:3]([C:4]=23)=[C:2]1[C:13]([O:15][CH2:16][CH3:17])=[O:14].[H-].[Na+].[CH2:20](Br)[C:21]1[CH:26]=[CH:25][CH:24]=[CH:23][CH:22]=1>CN(C)C=O>[CH2:20]([N:1]1[C:9]2[CH:8]=[CH:7][CH:6]=[C:5]3[CH2:10][CH2:11][CH2:12][C:3]([C:4]=23)=[C:2]1[C:13]([O:15][CH2:16][CH3:17])=[O:14])[C:21]1[CH:26]=[CH:25][CH:24]=[CH:23][CH:22]=1 |f:1.2|. Procedure details: Ethyl 1,3,4,5-tetrahydro-benz[cd]indole-2-carboxylate (0.40 g, 1.74 mmol) was added to a suspension of 60% sodium hydride (0.077 g, 1.92 mmol) in N,N-dimethylformamide (5 ml), followed by stirring at room temperature for 30 minutes. Then, benzyl bromide (0.36 g, 2.09 mmol) was added and the resulting mixture was stirred for 1.5 hours. Thereafter, the same after-treatment as in Reference Example 1 was carried out to obtain an oil of ethyl 1,3,4,5-tetrahydro -1benzyl-benz[cd]indole-2-carboxylate. ... The reactants are N1C(=C2C=3C(=CC=CC13)CCC2)C(=O)OCC (Ethyl 1,3,4,5-tetrahydro-benz[cd]indole-2-carboxylate), [H-].[Na+] (sodium hydride), C(C1=CC=CC=C1)Br (benzyl bromide). Yields the product C(C1=CC=CC=C1)N1C(=C2C=3C(=CC=CC13)CCC2)C(=O)OCC (ethyl 1,3,4,5-tetrahydro -1benzyl-benz[cd]indole-2-carboxylate). Reactants: CC#N, O=C=NC(=O)c1c(Cl)cccc1Cl, Nc1ccc(-c2ccc(Cl)cc2)nc1. The product is O=C(NC(=O)c1c(Cl)cccc1Cl)Nc1ccc(-c2ccc(Cl)cc2)nc1. As a reaction SMILES: [CH3:28][C:29]#[N:30].[Cl:15][c:16]1[c:17]([C:18](=[O:19])[N:20]=[C:21]=[O:22])[c:23]([Cl:27])[cH:24][cH:25][cH:26]1.[Cl:1][c:2]1[cH:3][cH:4][c:5](-[c:8]2[cH:9][cH:10][c:11]([NH2:14])[cH:12][n:13]2)[cH:6][cH:7]1>>[Cl:1][c:2]1[cH:3][cH:4][c:5](-[c:8]2[cH:9][cH:10][c:11]([NH:14][C:21]([NH:20][C:18]([c:17]3[c:16]([Cl:15])[cH:26][cH:25][cH:24][c:23]3[Cl:27])=[O:19])=[O:22])[cH:12][n:13]2)[cH:6][cH:7]1.